Dataset: the Open Reaction Database (ORD), a public repository of structured organic reaction records. Task: describe an organic reaction: reactants, conditions, products, and yield The reactants are CS(=O)C (DMSO), [I-].C[S+](C)C (trimethylsulphonium iodide), [H-].[Na+] (sodium hydride), C(#N)C1(CC1)C(CC(=O)CC(C1(CC1)C#N)C1=CC=CC=C1)C1=CC=CC=C1 (1-cyanocyclopropyl 2-phenylethyl-ketone), CS(=O)C (DMSO). Solvent: O (water). Reaction conditions: temperature 20 celsius, time 1 hour. Yields the product C(#N)C1(CC1)C1(OC1)CCC1=CC=CC=C1 (2-(1-Cyanocyclopropyl)-2-(2-phenylethyl)oxirane). As a reaction SMILES: CS(C)=[O:3].[I-].C[S+](C)C.[H-].[Na+].C(C1([CH:17]([C:34]2[CH:39]=[CH:38][CH:37]=CC=2)[CH2:18][C:19]([CH2:21][CH:22]([C:28]2C=CC=CC=2)[C:23]2([C:26]#[N:27])[CH2:25][CH2:24]2)=O)CC1)#N>O>[C:26]([C:23]1([C:22]2([CH2:21][CH2:19][C:18]3[CH:17]=[CH:34][CH:39]=[CH:38][CH:37]=3)[CH2:28][O:3]2)[CH2:24][CH2:25]1)#[N:27] |f:1.2,3.4|. Reported procedure: 10 ml of abs. DMSO are added dropwise at 10° C. to 2 g (10 mmol) of trimethylsulphonium iodide and 0.2 g (7 mmol) of sodium hydride (80% in oil). The mixture is stirred for 1 h at 20° C. After this, a solution of 1 g (5 mmol) of 1-cyanocyclopropyl 2-phenylethyl-ketone (compound II-16, Example 32) in 5 ml of abs. DMSO is added dropwise and the mixture is allowed to react for 4 h at 20° C. The solution is poured into water and extracted using ethyl acetate, the organic phase is dried with Na2SO4 a... Starting materials: C(C)(=O)OC(C)=O (acetic anhydride), C(C)(=O)OC(C)=O (acetic anhydride), O=C(COC1=CC=C(C=C1)CCO)C (2-[4-(2-oxopropoxy)phenyl]ethanol), O1CCCC1 (tetrahydrofuran). Reaction SMILES: [C:1]([O:4][C:5](=[O:7])[CH3:6])(=O)[CH3:2].[O:8]=[C:9]([CH3:21])[CH2:10][O:11][C:12]1[CH:17]=[CH:16][C:15](CCO)=[CH:14][CH:13]=1.O1CCCC1>N1C=CC=CC=1>[C:5]([O:4][CH2:1][CH2:2][C:15]1[CH:16]=[CH:17][C:12]([O:11][CH2:10][C:9](=[O:8])[CH3:21])=[CH:13][CH:14]=1)(=[O:7])[CH3:6]. Product: C(C)(=O)OCCC1=CC=C(C=C1)OCC(C)=O (2-[4-(2-Oxopropoxy) phenyl]ethyl acetate). Procedure: 1.96 g of acetic anhydride were added, whilst ice-cooling, to a mixture of 3.1 g of 2-[4-(2-oxopropoxy)phenyl]ethanol (prepared as described in Preparation 7), 50 ml of anhydrous tetrahydrofuran and 2.53 g of pyridine, and the resulting mixture was stirred at room temperature for 3.5 hours. At the end of this time, 12.5 g of pyridine and 9.8 g of acetic anhydride were added, whilst ice-cooling, and the mixture was allowed to stand at room temperature for 1 day, after which the solvent was remove... Solvent: N1=CC=CC=C1 (pyridine), N1=CC=CC=C1 (pyridine). Reaction conditions: time 3.5 hour.